From a dataset of the Open Reaction Database (ORD), a public repository of structured organic reaction records. describe an organic reaction: reactants, conditions, products, and yield Reactants: C1(CCCCC1)NC1=C(C=C(C=C1)S(=O)(=O)N)[N+](=O)[O-] (4-(cyclohexylamino)-3-nitrobenzenesulfonamide). Reagents/catalysts: [Pd] (palladium on carbon). Run in CO (methanol), C(C)(=O)OCC (ethyl acetate). Yields the product NC=1C=C(C=CC1NC1CCCCC1)S(=O)(=O)N (3-amino-4-(cyclohexylamino)benzenesulfonamide). Isolated yield 106.4%. As a reaction SMILES: [CH:1]1([NH:7][C:8]2[CH:13]=[CH:12][C:11]([S:14]([NH2:17])(=[O:16])=[O:15])=[CH:10][C:9]=2[N+:18]([O-])=O)[CH2:6][CH2:5][CH2:4][CH2:3][CH2:2]1>CO.C(OCC)(=O)C.[Pd]>[NH2:18][C:9]1[CH:10]=[C:11]([S:14]([NH2:17])(=[O:15])=[O:16])[CH:12]=[CH:13][C:8]=1[NH:7][CH:1]1[CH2:2][CH2:3][CH2:4][CH2:5][CH2:6]1. Procedure: A solution of intermediate 66 (2.56 g, 8.55 mmol) in a mixture of methanol (50 mL) and ethyl acetate (50 mL) was hydrogenated over 10% palladium on carbon (0.14 g) at 50 psi for 2.5 h. The reaction mixture was filtered and concentrated to afford the product as a crude purple-brown foam (2.45 g, 100%). ESI-MS m/e 270.1 (M+1). Yields the product ClC1=CC=C(C=C1)C1=NN(C=2CCNCCC12)CC1=CC(=C(C=C1)OC)F (3-(4-Chloro-phenyl)-1-(3-fluoro-4-methoxy-benzyl)-1,4,5,6,7,8-hexahydro-1,2,6-triaza-azulene). Starting materials: C(C)(C)(C)OC(=O)N1CCC=2C(=NNC2CC1)C1=CC=C(C=C1)Cl (3-(4-chloro-phenyl)-4,5,7,8-tetrahydro-1H-1,2,6-triaza-azulene-6-carboxylic acid tert-butyl ester), FC=1C=C(CBr)C=CC1OC (3-fluoro-4-methoxybenzyl bromide), C(C)(C)(C)OC(=O)N1CCC2=C(N(N=C2CC1)CC1=CC(=C(C=C1)OC)F)C1=CC=C(C=C1)Cl (3-(4-chloro-phenyl)-2-(3-fluoro-4-methoxy-benzyl)-4,5,7,8-tetrahydro-2H-1,2,6-triaza-azulene-6-carboxylic acid tert-butyl ester). Yield: 5.4%. Reported procedure: The title compound (0.021 g) was prepared from 3-(4-chloro-phenyl)-4,5,7,8-tetrahydro-1H-1,2,6-triaza-azulene-6-carboxylic acid tert-butyl ester (Example 59, Step C, 0.35 g) using 3-fluoro-4-methoxybenzyl bromide (0.25 g) in place of benzyl chloride. The reaction sequence also provided 3-(4-chloro-phenyl)-2-(3-fluoro-4-methoxy-benzyl)-4,5,7,8-tetrahydro-2H-1,2,6-triaza-azulene-6-carboxylic acid tert-butyl ester in the alkylation step. MS (ESI): exact mass calculated for C21H21ClFN3O, 385.14. fou... As a reaction SMILES: C(OC([N:8]1[CH2:17][CH2:16][C:15]2[NH:14][N:13]=[C:12]([C:18]3[CH:23]=[CH:22][C:21]([Cl:24])=[CH:20][CH:19]=3)[C:11]=2[CH2:10][CH2:9]1)=O)(C)(C)C.[F:25][C:26]1[CH:27]=[C:28]([CH:31]=[CH:32][C:33]=1[O:34][CH3:35])[CH2:29]Br.C(OC(N1CCC2C(=C(C3C=CC(Cl)=CC=3)N(CC3C=CC(OC)=C(F)C=3)N=2)CC1)=O)(C)(C)C>>[Cl:24][C:21]1[CH:20]=[CH:19][C:18]([C:12]2[C:11]3[CH2:10][CH2:9][NH:8][CH2:17][CH2:16][C:15]=3[N:14]([CH2:29][C:28]3[CH:31]=[CH:32][C:33]([O:34][CH3:35])=[C:26]([F:25])[CH:27]=3)[N:13]=2)=[CH:23][CH:22]=1. Yields the product COC(=O)C1=C(C)NC(C)=C(C(=O)OCCCBr)C1c1cccc([N+](=O)[O-])c1. Reaction SMILES: [Br:29][CH2:30][CH2:31][CH2:32][OH:33].[CH3:1][C:2]1=[C:7]([C:8](=[O:9])[O:10][CH3:11])[CH:6]([c:12]2[cH:13][c:14]([N+:18](=[O:19])[O-:20])[cH:15][cH:16][cH:17]2)[C:5]([C:21](=[O:22])[OH:23])=[C:4]([CH3:24])[NH:3]1.[Cl:34][CH2:35][Cl:36].[O:37]=[CH:38][N:39]([CH3:40])[CH3:41].[S:25]([Cl:26])([Cl:27])=[O:28]>>[CH3:1][C:2]1=[C:7]([C:8](=[O:9])[O:10][CH3:11])[CH:6]([c:12]2[cH:13][c:14]([N+:18](=[O:19])[O-:20])[cH:15][cH:16][cH:17]2)[C:5]([C:21](=[O:22])[O:33][CH2:32][CH2:31][CH2:30][Br:29])=[C:4]([CH3:24])[NH:3]1. Reactants: OCCCBr, COC(=O)C1=C(C)NC(C)=C(C(=O)O)C1c1cccc([N+](=O)[O-])c1, ClCCl, CN(C)C=O, O=S(Cl)Cl. The reactants are NCC1=CC=C(C(=N1)O)OCCC (6-aminomethyl-3-propoxy-pyridin-2-ol), COC=C1C(NC(C2=CC=C(C=C12)I)=O)=O (4-methoxymethylene-6-iodo-4H-isoquinoline-1,3-dione). The solvent is CN(C=O)C (N,N-dimethylformamide). The product is OC1=C(C=CC(=N1)CNC=C1C(NC(C2=CC=C(C=C12)I)=O)=O)OCCC (4-{[(6-Hydroxy-5-propoxy-pyridin-2-ylmethyl)-amino]-methylene}-6-iodo-4H-isoquinoline-1,3-dione). As a reaction SMILES: [NH2:1][CH2:2][C:3]1[N:8]=[C:7]([OH:9])[C:6]([O:10][CH2:11][CH2:12][CH3:13])=[CH:5][CH:4]=1.CO[CH:16]=[C:17]1[C:26]2[C:21](=[CH:22][CH:23]=[C:24]([I:27])[CH:25]=2)[C:20](=[O:28])[NH:19][C:18]1=[O:29]>CN(C)C=O>[OH:9][C:7]1[N:8]=[C:3]([CH2:2][NH:1][CH:16]=[C:17]2[C:26]3[C:21](=[CH:22][CH:23]=[C:24]([I:27])[CH:25]=3)[C:20](=[O:28])[NH:19][C:18]2=[O:29])[CH:4]=[CH:5][C:6]=1[O:10][CH2:11][CH2:12][CH3:13]. Procedure: A mixture of 6-aminomethyl-3-propoxy-pyridin-2-ol (91 mg, 0.50 mmole), 7 mL of N,N-dimethylformamide is stirred, then 4-methoxymethylene-6-iodo-4H-isoquinoline-1,3-dione (165 mg, 0.50 mmole) is added and the reaction mixture stirred for 4 hours. The reaction mixture is evaporated to dryness, triturated with 5% methanol in chlororform, filtered washed with fresh 5% methanol in chloroform, washed with acetonitrile and dried to give a beige solid, 152 mg, (63%);m.p. 275-81° C. dec; MS (ES +): m/z 4... The reactants are BrC1=CC=C(C=C1)[C@@H](C(F)(F)F)N[C@@H](C(C)C)C(=O)N[C@@H](CC1=C(C=C(C=C1)C#N)F)C#N (N2-[(1S)-1-(4-bromophenyl)-2,2,2-trifluoroethyl]-N-[(1S)-1-cyano-2-(4-cyano-2-fluorophenyl)ethyl]-L-valinamide), FC([C@H](O)C1=CC=C(C=C1)B1OC(C(O1)(C)C)(C)C)F ((1R)-2,2-difluoro-1-[4-(4,4,5,5-tetramethyl-1,3,2-dioxaborolan-2-yl)phenyl]ethanol). Product: C(#N)[C@@H](NC([C@H](C(C)C)N[C@H](C(F)(F)F)C1=CC=C(C=C1)C1=CC=C(C=C1)[C@H](C(F)F)O)=O)CC1=C(C=C(C=C1)C#N)F ((S)—N—[(S)-Cyano-(4-cyano-2-fluoro-benzyl)-methyl]-2-{(S)-1-[4′-((R)-2,2-difluoro-1-hydroxy-ethyl)-biphenyl-4-yl]-2,2,2-trifluoro-ethylamino}-3-methyl-butyramide). As a reaction SMILES: Br[C:2]1[CH:7]=[CH:6][C:5]([C@H:8]([NH:13][C@H:14]([C:18]([NH:20][C@H:21]([C:32]#[N:33])[CH2:22][C:23]2[CH:28]=[CH:27][C:26]([C:29]#[N:30])=[CH:25][C:24]=2[F:31])=[O:19])[CH:15]([CH3:17])[CH3:16])[C:9]([F:12])([F:11])[F:10])=[CH:4][CH:3]=1.[F:34][CH:35]([F:53])[C@@H:36]([C:38]1[CH:43]=[CH:42][C:41](B2OC(C)(C)C(C)(C)O2)=[CH:40][CH:39]=1)[OH:37]>>[C:32]([C@H:21]([CH2:22][C:23]1[CH:28]=[CH:27][C:26]([C:29]#[N:30])=[CH:25][C:24]=1[F:31])[NH:20][C:18](=[O:19])[C@@H:14]([NH:13][C@@H:8]([C:5]1[CH:6]=[CH:7][C:2]([C:41]2[CH:40]=[CH:39][C:38]([C@@H:36]([OH:37])[CH:35]([F:53])[F:34])=[CH:43][CH:42]=2)=[CH:3][CH:4]=1)[C:9]([F:12])([F:11])[F:10])[CH:15]([CH3:17])[CH3:16])#[N:33]. Procedure: (S)—N—[(S)-Cyano-(4-cyano-2-fluoro-benzyl)-methyl]-2-{(S)-1-[4′-((R)-2,2-difluoro-1-hydroxy-ethyl)-biphenyl-4-yl]-2,2,2-trifluoro-ethylamino}-3-methyl-butyramide was prepared from N2-[(1S)-1-(4-bromophenyl)-2,2,2-trifluoroethyl]-N-[(1S)-1-cyano-2-(4-cyano-2-fluorophenyl)ethyl]-L-valinamide and (1R)-2,2-difluoro-1-[4-(4,4,5,5-tetramethyl-1,3,2-dioxaborolan-2-yl)phenyl]ethanol (described in U.S. Pat. No. 7,407,959, hereby incorporated by reference in its entirety.) using procedure described in ste... The reactants are Cl (hydrochloric acid), FC(OC1=CC=C(C=C1)C1=CC=C2C(=CN(C2=C1)C)C(C(=O)OC)=O)(F)F (methyl 2-[6-(4-trifluoromethoxyphenyl)-1 -methyl-1H-indol-3-yl]-2-oxoacetate), [OH-].[Na+] (sodium hydroxide), O (water). Run in CO (methanol). Reaction conditions: time 2.5 hour. Product: CN1C=C(C2=CC=C(C=C12)C1=CC=C(C=C1)OC(F)(F)F)C(C(=O)O)=O ({1-Methyl-6-[4-(trifluoromethoxy)phenyl]-1H-indol-3-yl}(oxo)acetic acid). The yield is 59.4%. As a reaction SMILES: [F:1][C:2]([F:27])([F:26])[O:3][C:4]1[CH:9]=[CH:8][C:7]([C:10]2[CH:18]=[C:17]3[C:13]([C:14]([C:20](=[O:25])[C:21]([O:23]C)=[O:22])=[CH:15][N:16]3[CH3:19])=[CH:12][CH:11]=2)=[CH:6][CH:5]=1.[OH-].[Na+].O.Cl>CO>[CH3:19][N:16]1[C:17]2[C:13](=[CH:12][CH:11]=[C:10]([C:7]3[CH:6]=[CH:5][C:4]([O:3][C:2]([F:1])([F:26])[F:27])=[CH:9][CH:8]=3)[CH:18]=2)[C:14]([C:20](=[O:25])[C:21]([OH:23])=[O:22])=[CH:15]1 |f:1.2|. Procedure details: The mixture of methyl 2-[6-(4-trifluoromethoxyphenyl)-1 -methyl-1H-indol-3-yl]-2-oxoacetate (0.120 g, 0.318 mmol), and sodium hydroxide (1N, 1 mL, 1.0 mmol) in methanol (10 mL), was stirred at room temperature for 2.5 hours. The mixture was poured into excess water and acidified with 1N hydrochloric acid. The mixture was extracted with ethyl acetate. The organic phase was washed with water, brine and dried over anhydrous magnesium sulfate. The organic phase was evaporated to dryness and dried un...